From a dataset of the Open Reaction Database (ORD), a public repository of structured organic reaction records. describe an organic reaction: reactants, conditions, products, and yield The reactants are O=S(=O)(Cl)c1cccc(Cl)c1, NCCCCCCCC(=O)O, [Na+], [OH-]. Product: O=C(O)CCCCCCCNS(=O)(=O)c1cccc(Cl)c1. As a reaction SMILES: [Cl:12][c:13]1[cH:14][c:15]([S:19](=[O:20])(=[O:21])[Cl:22])[cH:16][cH:17][cH:18]1.[NH2:1][CH2:2][CH2:3][CH2:4][CH2:5][CH2:6][CH2:7][CH2:8][C:9](=[O:10])[OH:11].[Na+:24].[OH-:23]>>[NH:1]([CH2:2][CH2:3][CH2:4][CH2:5][CH2:6][CH2:7][CH2:8][C:9](=[O:10])[OH:11])[S:19]([c:15]1[cH:14][c:13]([Cl:12])[cH:18][cH:17][cH:16]1)(=[O:20])=[O:21]. The product is NCC=1NC2=CC=CC(=C2C1)C(=O)NC1=C(C=C(C(=O)N(C2=C(C=C(C=C2)C)OCCCCCC(=O)N2CCN(CC2)C)C)C=C1)OC (4-[(2-aminomethylindol-4-yl)carbonyl]amino-3-methoxy-N-methyl-N-[4-methyl-2-[5-(4-methylpiperazin-1-yl)carbonylpent-1-yloxy]phenyl]benzamide). Starting materials: C(C)(C)(C)OC(=O)N1C(=CC2=C(C=CC=C12)C(=O)NC1=C(C=C(C(=O)N(C2=C(C=C(C=C2)C)OCCCCCC(=O)N2CCN(CC2)C)C)C=C1)OC)CN1C(C=2C(C1=O)=CC=CC2)=O (4-[(1-tert-butoxycarbonyl-2-phthalimidomethylindol-4-yl)carbonyl]amino-3-methoxy-N-methyl-N-[4-methyl-2-[5-(4-methylpiperazin-1-yl)carbonylpent-1-yloxy]phenyl]benzamide). Yield: 98.8%. Run in C(C)O (ethanol), [OH-].[Na+] (sodium hydroxide), O (water). As a reaction SMILES: C(OC([N:8]1[C:16]2[C:11](=[C:12]([C:17]([NH:19][C:20]3[CH:51]=[CH:50][C:23]([C:24]([N:26]([CH3:49])[C:27]4[CH:32]=[CH:31][C:30]([CH3:33])=[CH:29][C:28]=4[O:34][CH2:35][CH2:36][CH2:37][CH2:38][CH2:39][C:40]([N:42]4[CH2:47][CH2:46][N:45]([CH3:48])[CH2:44][CH2:43]4)=[O:41])=[O:25])=[CH:22][C:21]=3[O:52][CH3:53])=[O:18])[CH:13]=[CH:14][CH:15]=2)[CH:10]=[C:9]1[CH2:54][N:55]1C(=O)C2=CC=CC=C2C1=O)=O)(C)(C)C>C(O)C.[OH-].[Na+].O>[NH2:55][CH2:54][C:9]1[NH:8][C:16]2[C:11]([CH:10]=1)=[C:12]([C:17]([NH:19][C:20]1[CH:51]=[CH:50][C:23]([C:24]([N:26]([CH3:49])[C:27]3[CH:32]=[CH:31][C:30]([CH3:33])=[CH:29][C:28]=3[O:34][CH2:35][CH2:36][CH2:37][CH2:38][CH2:39][C:40]([N:42]3[CH2:47][CH2:46][N:45]([CH3:48])[CH2:44][CH2:43]3)=[O:41])=[O:25])=[CH:22][C:21]=1[O:52][CH3:53])=[O:18])[CH:13]=[CH:14][CH:15]=2 |f:2.3|. Procedure details: The solution of 4-[(1-tert-butoxycarbonyl-2-phthalimidomethylindol-4-yl)carbonyl]amino-3-methoxy-N-methyl-N-[4-methyl-2-[5-(4-methylpiperazin-1-yl)carbonylpent-1-yloxy]phenyl]benzamide (312 mg) in ethanol (5.0 ml) and 1N sodium hydroxide aqueous solution (1.76 ml) was stirred at ambient temperature for 6 hours. The resulting solution was diluted with water and extracted with chloroform. The organic layer was dried over magnesium sulfate and concentrated in vacuo to afford 4-[(2-aminomethylindol-... Reactants: Cl.Cl.C(C1=CC=CC=C1)N1CC2CNCC(C1)O2 (3-benzyl-9-oxa-3,7-diazabicyclo[3.3.1]nonane dihydrochloride), C(C)(C)(C)NC(OCCBr)=O (2-bromoethyl tert-butylcarbamate), C(=O)([O-])[O-].[K+].[K+] (K2CO3). The solvent is C(C)#N (acetonitrile). Conditions: temperature 70 celsius, time 8 hour. Yields the product C(C1=CC=CC=C1)N1CC2CN(CC(C1)O2)CCOC(NC(C)(C)C)=O ({2-[7-Benzyl-9-oxa-3,7-diazabicyclo[3.3.1]non-3-yl]ethyl}tert-butylcarbamate). Isolated yield 50.3%. Reaction SMILES: Cl.Cl.[CH2:3]([N:10]1[CH2:17][CH:16]2[O:18][CH:12]([CH2:13][NH:14][CH2:15]2)[CH2:11]1)[C:4]1[CH:9]=[CH:8][CH:7]=[CH:6][CH:5]=1.[C:19]([NH:23][C:24](=[O:29])[O:25][CH2:26][CH2:27]Br)([CH3:22])([CH3:21])[CH3:20].C([O-])([O-])=O.[K+].[K+]>C(#N)C>[CH2:3]([N:10]1[CH2:17][CH:16]2[O:18][CH:12]([CH2:13][N:14]([CH2:27][CH2:26][O:25][C:24](=[O:29])[NH:23][C:19]([CH3:22])([CH3:21])[CH3:20])[CH2:15]2)[CH2:11]1)[C:4]1[CH:5]=[CH:6][CH:7]=[CH:8][CH:9]=1 |f:0.1.2,4.5.6|. Reported procedure: A mixture of 3-benzyl-9-oxa-3,7-diazabicyclo[3.3.1]nonane dihydrochloride (8 g, 0.0275 mol, 1.0 eq.; see WO 01/28992), 2-bromoethyl tert-butylcarbamate (9.23 g, 0.0412 g, 1.5 eq.) and fused K2CO3 (18.96 g, 0.1375 mol, 5.0 eq.) in dry acetonitrile (120 mL) was stirred at 70° C. overnight under a N2 atmosphere. The reaction mixture was cooled to RT, filtered and concentrated under reduced pressure. The resulting resiude was purified by column chromatography over silica gel (using 92:8 DCM:methanol... As a reaction SMILES: [Br:19][N:20]1[C:21](=[O:22])[CH2:23][CH2:24][C:25]1=[O:26].[Br:1][c:2]1[c:3]([O:4][c:5]2[c:6]([Cl:13])[cH:7][c:8]([NH2:9])[cH:10][c:11]2[Cl:12])[cH:14][cH:15][c:16]([Cl:18])[cH:17]1.[cH:27]1[cH:28][cH:29][cH:30][cH:31][cH:32]1>>[Br:1][c:2]1[c:3]([O:4][c:5]2[c:6]([Cl:13])[cH:7][c:8]([NH2:9])[c:10]([Br:19])[c:11]2[Cl:12])[cH:14][cH:15][c:16]([Cl:18])[cH:17]1. Yields the product Nc1cc(Cl)c(Oc2ccc(Cl)cc2Br)c(Cl)c1Br. The reactants are O=C1CCC(=O)N1Br, Nc1cc(Cl)c(Oc2ccc(Cl)cc2Br)c(Cl)c1, c1ccccc1. Starting materials: CC1=C(C=CC(=N1)N2C=NC=N2)N, CC(C)OC(=O)N1CCC(CC1)OC2=C(C(=NC=N2)Cl)OC. Reagents/catalysts: CC(C)(C)[O-].[Na+], CC(C)CN1CCN2CCN(P1N(CC2)CC(C)C)CC(C)C, CC(=O)O.CC(=O)O.[Pd]. The solvent is C1COCCO1. Reaction conditions: temperature 90 celsius. Yields the product CC1=C(C=CC(=N1)N2C=NC=N2)NC3=C(C(=NC=N3)OC4CCN(CC4)C(=O)OC(C)C)OC. Isolated yield 48.5%. Reported procedure: Sodium tert-butoxide (8.28 mL, 67.61 mmol) was added portionwise to a mixture of 2-methyl-6-(1H-1,2,4-triazol-1-yl)pyridin-3-amine (4.94 g, 28.17 mmol) isopropyl 4-(6-chloro-5-methoxypyrimidin-4-yloxy)piperidine-1-carboxylate (9.29 g, 28.17 mmol) and in dioxane (136 mL) at 18°C over a period of 1 minute under nitrogen. The mixture was degassed by subjecting to vacuum then nitrogen atmosphere (six times). Palladium(II) acetate (0.063 g, 0.28 mmol) and 2,8,9-Triisobutyl-2,5,8,9-tetraaza-1-phosphab... Reactants: COC(C1=C(C=C(C=C1)C1(CC1)C)C)=O (2-Methyl-4-(1-methyl-cyclopropyl)-benzoic acid methyl ester), CO (methanol), [OH-].[Na+] (sodium hydroxide), Cl (hydrochloric acid). The solvent is O (water). Run at temperature 80 celsius. Product: CC1=C(C(=O)O)C=CC(=C1)C1(CC1)C (2-Methyl-4-(1-methyl-cyclopropyl)-benzoic acid). Isolated yield 85.1%. As a reaction SMILES: C[O:2][C:3](=[O:15])[C:4]1[CH:9]=[CH:8][C:7]([C:10]2([CH3:13])[CH2:12][CH2:11]2)=[CH:6][C:5]=1[CH3:14].CO.[OH-].[Na+].Cl>O>[CH3:14][C:5]1[CH:6]=[C:7]([C:10]2([CH3:13])[CH2:12][CH2:11]2)[CH:8]=[CH:9][C:4]=1[C:3]([OH:15])=[O:2] |f:2.3|. Procedure details: 2-Methyl-4-(1-methyl-cyclopropyl)-benzoic acid methyl ester (2.75 g, 13.46 mmol) was treated with methanol and 5 M aqueous sodium hydroxide solution (20.46 ml, 102.32 mmol). This solution was heated to 80° C. for 4 hours. The reaction mixture was concentrated until methanol was evaporated. A white solid was obtained. The solid was dissolved in 50 ml water under heating then cooled with an ice bath; acidified with 10 ml conc. hydrochloric acid. A white precipitate was formed; filtered; washed wit...